This data is from the Open Reaction Database (ORD), a public repository of structured organic reaction records. The task is: describe an organic reaction: reactants, conditions, products, and yield Starting materials: C=C(CBr)c1ccccc1, CCO, Nc1ccccc1S, [Na+], [OH-]. Yields the product C=C(CSc1ccccc1N)c1ccccc1. As a reaction SMILES: [Br:11][CH2:12][C:13](=[CH2:14])[c:15]1[cH:16][cH:17][cH:18][cH:19][cH:20]1.[CH3:21][CH2:22][OH:23].[NH2:1][c:2]1[c:3]([SH:8])[cH:4][cH:5][cH:6][cH:7]1.[Na+:10].[OH-:9]>>[NH2:1][c:2]1[c:3]([S:8][CH2:14][C:13](=[CH2:12])[c:15]2[cH:16][cH:17][cH:18][cH:19][cH:20]2)[cH:4][cH:5][cH:6][cH:7]1. Reactants: IC1=C(C=C(C(=C1)OC)OC)CC(=O)N1C(CC(C=C1)=O)C1=CC=CC=C1 (1-[2-(2-Iodo-4,5-dimethoxy-phenyl)-acetyl]-2-phenyl-2,3-dihydro-1H-pyridin-4-one), CN(C)C=O (DMF), O (water). The reagents and catalysts are [C-]#N.[Zn+2].[C-]#N (zinc cyanide), C=1C=CC(=CC1)[P](C=2C=CC=CC2)(C=3C=CC=CC3)[Pd]([P](C=4C=CC=CC4)(C=5C=CC=CC5)C=6C=CC=CC6)([P](C=7C=CC=CC7)(C=8C=CC=CC8)C=9C=CC=CC9)[P](C=1C=CC=CC1)(C=1C=CC=CC1)C=1C=CC=CC1 (tetrakis(triphenylphosphine)palladium(0)). Run at temperature 80 celsius. Yields the product COC1=CC(=C(C#N)C=C1OC)CC(N1C(CC(C=C1)=O)C1=CC=CC=C1)=O (4,5-dimethoxy-2-[2-oxo-2-(4-oxo-2-phenyl-3,4-dihydro-2H-pyridin-1-yl)-ethyl]-benzonitrile). Yield: 20.3%. RXN SMILES: I[C:2]1[CH:7]=[C:6]([O:8][CH3:9])[C:5]([O:10][CH3:11])=[CH:4][C:3]=1[CH2:12][C:13]([N:15]1[CH:20]=[CH:19][C:18](=[O:21])[CH2:17][CH:16]1[C:22]1[CH:27]=[CH:26][CH:25]=[CH:24][CH:23]=1)=[O:14].O.[CH3:29][N:30](C=O)C>[C-]#N.[Zn+2].[C-]#N.C1C=CC([P]([Pd]([P](C2C=CC=CC=2)(C2C=CC=CC=2)C2C=CC=CC=2)([P](C2C=CC=CC=2)(C2C=CC=CC=2)C2C=CC=CC=2)[P](C2C=CC=CC=2)(C2C=CC=CC=2)C2C=CC=CC=2)(C2C=CC=CC=2)C2C=CC=CC=2)=CC=1>[CH3:11][O:10][C:5]1[C:6]([O:8][CH3:9])=[CH:7][C:2]([C:29]#[N:30])=[C:3]([CH2:12][C:13](=[O:14])[N:15]2[CH:20]=[CH:19][C:18](=[O:21])[CH2:17][CH:16]2[C:22]2[CH:27]=[CH:26][CH:25]=[CH:24][CH:23]=2)[CH:4]=1 |f:3.4.5,^1:42,44,63,82|. Procedure details: 1-[2-(2-Iodo-4,5-dimethoxy-phenyl)-acetyl]-2-phenyl-2,3-dihydro-1H-pyridin-4-one (269 mg, 0.56 mmol), zinc cyanide (1.5 eq, 99 mg) and tetrakis(triphenylphosphine)palladium(0) (0.15 eq, 98 mg) were dissolved in DMF. The mixture was heated to 80° C. overnight. Upon cooling, the mixture was poured into water and extracted with EtOAc. The organic extracts were dried over anhydrous sodium sulfate and concentrated en vacuo. The residue was purified by flash chromatography (7:3 Hexanes/Ethyl Acetate) ... The reactants are NC1=NC=C(C(=O)OC)C=C1Br (Methyl 6-amino-5-bromonicotinate), COC(=O)C1=C(C=CC=C1)B(O)O (2-methoxycarbonylphenylboronic acid), C1(CCCCC1)P(C1=C(C=CC=C1)C1=C(C=CC=C1OC)OC)C1CCCCC1 (2-dicyclohexylphosphino-2′,6′-dimethoxybiphenyl), C([O-])([O-])=O.[K+].[K+] (potassium carbonate). Reagents/catalysts: C(C)(=O)[O-].[Pd+2].C(C)(=O)[O-] (palladium(II) acetate). Solvent: O1CCOCC1.O (dioxane H2O), CO (MeOH). Run at temperature 100 celsius, time 8 hour. Yields the product COC=1C=C(C=CC1)C=1C=CC2=C(C(NC3=NC=CC=C23)=O)C1 (8-(3-Methoxy-phenyl)-5H-benzo[c][1,8]naphthyridin-6-one). Yield: 116.7%. As a reaction SMILES: [NH2:1][C:2]1[C:11](Br)=[CH:10][C:5](C(OC)=O)=[CH:4][N:3]=1.CO[C:15]([C:17]1[CH:22]=[CH:21][CH:20]=[CH:19][C:18]=1B(O)O)=[O:16].C1(P(C2CCCCC2)C2C=CC=CC=2[C:39]2[C:44]([O:45][CH3:46])=[CH:43][CH:42]=[CH:41][C:40]=2OC)CCCCC1.C(=O)([O-])[O-].[K+].[K+]>O1CCOCC1.O.CO.C([O-])(=O)C.[Pd+2].C([O-])(=O)C>[CH3:46][O:45][C:44]1[CH:43]=[C:42]([C:21]2[CH:20]=[CH:19][C:18]3[C:11]4[C:2](=[N:3][CH:4]=[CH:5][CH:10]=4)[NH:1][C:15](=[O:16])[C:17]=3[CH:22]=2)[CH:41]=[CH:40][CH:39]=1 |f:3.4.5,6.7,9.10.11|. Procedure: Methyl 6-amino-5-bromonicotinate (500 mg, 2.16 mmol), 2-methoxycarbonylphenylboronic acid (580 mg, 3.25 mmol), palladium(II) acetate (20 mg, 0.09 mmol), 2-dicyclohexylphosphino-2′,6′-dimethoxybiphenyl (70 mg, 0.17 mmol), and potassium carbonate (900 mg, 6.50 mmol) were dissolved in dioxane/H2O (11 mL, 10/1, v/v), and stirred overnight at 100° C. The reaction mixture was diluted with MeOH, filtered through a membrane plug, and purified via prep-LC-MS to provide 21 (60 mg, 11% yield) as a white so... Reactants: O=C([O-])[O-], OCc1ccc(NCc2ccncc2Cl)nc1, [K+], [K+], C1CCOC1. Yields the product O=Cc1ccc(NCc2ccncc2Cl)nc1. As a reaction SMILES: [C:18](=[O:19])([O-:20])[O-:21].[Cl:1][c:2]1[cH:3][n:4][cH:5][cH:6][c:7]1[CH2:8][NH:9][c:10]1[cH:11][cH:12][c:13]([CH2:16][OH:17])[cH:14][n:15]1.[K+:22].[K+:23].[O:24]1[CH2:25][CH2:26][CH2:27][CH2:28]1>>[Cl:1][c:2]1[cH:3][n:4][cH:5][cH:6][c:7]1[CH2:8][NH:9][c:10]1[cH:11][cH:12][c:13]([CH:16]=[O:17])[cH:14][n:15]1. The reactants are C(C)(=O)C1=CC=C(N=C(C2=CC=CC=C2)C)C=C1 (p-acetyl-N-(α-methyl benzylidene) aniline), NC1=CC=CC=C1 (aniline), C(C)O (ethanol). The reagents and catalysts are [Pd] (Pd/C). Yields the product N(C1=CC=CC=C1)C(C)C1=CC=C(C=C1)C(C)NC1=CC=CC=C1 (1,4-Bis-(1-anilinoethyl) benzene). As a reaction SMILES: C([C:4]1[CH:18]=[CH:17][C:7]([N:8]=[C:9]([CH3:16])[C:10]2[CH:15]=[CH:14][CH:13]=[CH:12][CH:11]=2)=[CH:6][CH:5]=1)(=O)C.[NH2:19][C:20]1[CH:25]=[CH:24][CH:23]=[CH:22][CH:21]=1.[CH2:26](O)[CH3:27]>[Pd]>[NH:19]([CH:26]([C:13]1[CH:12]=[CH:11][C:10]([CH:9]([NH:8][C:7]2[CH:6]=[CH:5][CH:4]=[CH:18][CH:17]=2)[CH3:16])=[CH:15][CH:14]=1)[CH3:27])[C:20]1[CH:25]=[CH:24][CH:23]=[CH:22][CH:21]=1. Procedure: A mixture of p-acetyl-N-(α-methyl benzylidene) aniline (XXIII) (40 g) prepared by the procedure described in example XXIXA and aniline (20 ml) was hydrogenated using 5% Pd/C as the catalyst and 95% ethanol as the solvent. The crude product was crystallized from ethanol to give 1,4-Bis-(1-anilinoethyl) benzene (XXV). XXV had a melting point of 169°-170° C. The reactants are ClC1=CC=C2C(=CNC2=C1)C1=NC(=NC=C1)NC1CC(NC(C1)(C)C)(C)C ([4-(6-Chloro-1H-indol-3-yl)-pyrimidin-2-yl]-(2,2,6,6-tetramethyl-piperidin-4-yl)-amine), C(=C)N1C=NC=C1 (1-vinyl-1H-imidazole), CCCC[N+](CCCC)(CCCC)CCCC.[F-] (TBAF). The product is N1(C=NC=C1)/C=C/C1=CC=C2C(=CNC2=C1)C1=NC(=NC=C1)NC1CC(NC(C1)(C)C)(C)C ({4-[6-((E)-2-Imidazol-1-yl-vinyl)-1H-indol-3-yl]-pyrimidin-2-yl}-(2,2,6,6-tetramethyl-piperidin-4-yl)-amine). As a reaction SMILES: Cl[C:2]1[CH:10]=[C:9]2[C:5]([C:6]([C:11]3[CH:16]=[CH:15][N:14]=[C:13]([NH:17][CH:18]4[CH2:23][C:22]([CH3:25])([CH3:24])[NH:21][C:20]([CH3:27])([CH3:26])[CH2:19]4)[N:12]=3)=[CH:7][NH:8]2)=[CH:4][CH:3]=1.[CH:28]([N:30]1[CH:34]=[CH:33][N:32]=[CH:31]1)=[CH2:29].CCCC[N+](CCCC)(CCCC)CCCC.[F-]>>[N:30]1(/[CH:28]=[CH:29]/[C:2]2[CH:10]=[C:9]3[C:5]([C:6]([C:11]4[CH:16]=[CH:15][N:14]=[C:13]([NH:17][CH:18]5[CH2:19][C:20]([CH3:27])([CH3:26])[NH:21][C:22]([CH3:24])([CH3:25])[CH2:23]5)[N:12]=4)=[CH:7][NH:8]3)=[CH:4][CH:3]=2)[CH:34]=[CH:33][N:32]=[CH:31]1 |f:2.3|. Procedure: The title compound was prepared by the general Heck procedure described in Example 256, using the SEM-protected intermediate of Example 229 and 1-vinyl-1H-imidazole, followed by TBAF deprotection of the SEM group. Starting materials: 1-[(3-Benzyloxyphenyl)methyl]-5-bromo-2-methyl-1-1H-indole-3-acetic acid ethyl ester, C(C)OC(CC1=C(NC2=CC=C(C=C12)Br)C)=O (5-bromo-2-methyl-1H-indole-3-acetic acid ethyl ester), [H-].[Na+] (NaH), C(C1=CC=CC=C1)OC=1C=C(CCl)C=CC1 (3-benzyloxybenzylchloride). The product is C(C)OC(CC1=C(N(C2=CC=C(C=C12)Br)CC1=CC(=CC=C1)OCC1=CC=CC=C1)C)=O (1-[(3-benzyloxyphenyl)methyl]-5-bromo-2-methyl-1H-indole-3-acetic acid ethyl ester). Isolated yield 60.1%. RXN SMILES: [CH2:1]([O:3][C:4](=[O:17])[CH2:5][C:6]1[C:14]2[C:9](=[CH:10][CH:11]=[C:12]([Br:15])[CH:13]=2)[NH:8][C:7]=1[CH3:16])[CH3:2].[H-].[Na+].[CH2:20]([O:27][C:28]1[CH:29]=[C:30]([CH:33]=[CH:34][CH:35]=1)[CH2:31]Cl)[C:21]1[CH:26]=[CH:25][CH:24]=[CH:23][CH:22]=1>>[CH2:1]([O:3][C:4](=[O:17])[CH2:5][C:6]1[C:14]2[C:9](=[CH:10][CH:11]=[C:12]([Br:15])[CH:13]=2)[N:8]([CH2:31][C:30]2[CH:33]=[CH:34][CH:35]=[C:28]([O:27][CH2:20][C:21]3[CH:26]=[CH:25][CH:24]=[CH:23][CH:22]=3)[CH:29]=2)[C:7]=1[CH3:16])[CH3:2] |f:1.2|. Procedure: 1-[(3-Benzyloxyphenyl)methyl]-5-bromo-2-methyl-1-1H-indole-3-acetic acid ethyl ester. Using the procedure described in Example 1, Part F, 592 mg (2 mmol) of 5-bromo-2-methyl-1H-indole-3-acetic acid ethyl ester (Example 51, Part A) was reacted with 80 mg (2 mmol) of 60% NaH/mineral oil and 465 mg (2 mmol) of 3-benzyloxybenzylchloride and after workup of the reaction mixture and chromatograpy on silica(eluted with 33% EtOAc/hexane) there was obtained 592 mg (60%) of 1-[(3-benzyloxyphenyl)methyl]-5...